From a dataset of the Open Reaction Database (ORD), a public repository of structured organic reaction records. describe an organic reaction: reactants, conditions, products, and yield Isolated yield 70.7%. RXN SMILES: Cl[C:2]1[CH:10]=[CH:9][C:5]([C:6]([OH:8])=[O:7])=[CH:4][N:3]=1.[OH-].[K+].[F:13][C:14]([F:19])([F:18])[CH:15]([OH:17])[CH3:16].Cl>CS(C)=O>[F:13][C:14]([F:19])([F:18])[CH:15]([O:17][C:2]1[N:3]=[CH:4][C:5]([C:6]([OH:8])=[O:7])=[CH:9][CH:10]=1)[CH3:16] |f:1.2|. Solvent: CS(=O)C (DMSO). Product: FC(C(C)OC1=CC=C(C=N1)C(=O)O)(F)F (6-[(1,1,1-Trifluoropropan-2-yl)oxy]pyridine-3-carboxylic acid). Reaction conditions: time 8 hour. Procedure details: 6-Chloronicotinic acid (0.500 g, 3.17 mmol), powdered potassium hydroxide (0.712 g, 12.69 mmol) and 1,1,1-trifluoropropan-2-ol (0.724 g, 6.35 mmol) were combined in DMSO (12 mL) and heated in a sealed tube to 100 C for 18 h. The mixture was acidified to pH 1 by adding 2M hydrochloric acid. The mixture was then left to stand at room temperature overnight and the resultant precipitate filtered off, washed with water and dried under vacuum to afford the title compound as a cream solid (0.527 g, 71%... Reactants: ClC1=NC=C(C(=O)O)C=C1 (6-Chloronicotinic acid), Cl (hydrochloric acid), [OH-].[K+] (potassium hydroxide), FC(C(C)O)(F)F (1,1,1-trifluoropropan-2-ol). The reactants are C1CCOC1, CC(C)(CO)CO, ClCCl, COc1ccc(-c2c(-c3ccccc3)oc3ncnc(Cl)c23)cc1, O, O=C(O)CC(O)(CC(=O)O)C(=O)O. Yields the product COc1ccc(-c2c(-c3ccccc3)oc3ncnc(OCC(C)(C)CO)c23)cc1. As a reaction SMILES: [CH2:48]1[O:49][CH2:50][CH2:51][CH2:52]1.[CH3:1][C:2]([CH2:3][OH:4])([CH2:5][OH:6])[CH3:7].[Cl:32][CH2:33][Cl:34].[Cl:8][c:9]1[c:10]2[c:11]([n:12][cH:13][n:14]1)[o:15][c:16](-[c:26]1[cH:27][cH:28][cH:29][cH:30][cH:31]1)[c:17]2-[c:18]1[cH:19][cH:20][c:21]([O:24][CH3:25])[cH:22][cH:23]1.[OH2:53].[OH:35][C:36]([CH2:37][C:38]([C:39](=[O:40])[OH:41])([CH2:42][C:43](=[O:44])[OH:45])[OH:46])=[O:47]>>[CH3:1][C:2]([CH2:3][O:4][c:9]1[c:10]2[c:11]([n:12][cH:13][n:14]1)[o:15][c:16](-[c:26]1[cH:27][cH:28][cH:29][cH:30][cH:31]1)[c:17]2-[c:18]1[cH:19][cH:20][c:21]([O:24][CH3:25])[cH:22][cH:23]1)([CH2:5][OH:6])[CH3:7]. RXN SMILES: [C:1]([CH2:2][C:3](=[O:4])[O:5][C:6]([CH3:7])([CH3:8])[CH3:9])(=[O:10])[O:11][C:12]([CH3:13])([CH3:14])[CH3:15].[CH2:41]1[O:42][CH2:43][CH2:44][CH2:45]1.[ClH:40].[F:18][c:19]1[c:20]([O:29][c:30]2[cH:31][c:32]([C:33]#[N:34])[cH:35][c:36]([O:38][CH3:39])[cH:37]2)[c:21]([N+:26](=[O:27])[O-:28])[cH:22][cH:23][c:24]1[F:25].[H-:17].[Na+:16]>>[C:1]([CH:2]([C:3](=[O:4])[O:5][C:6]([CH3:7])([CH3:8])[CH3:9])[c:24]1[c:19]([F:18])[c:20]([O:29][c:30]2[cH:31][c:32]([C:33]#[N:34])[cH:35][c:36]([O:38][CH3:39])[cH:37]2)[c:21]([N+:26](=[O:27])[O-:28])[cH:22][cH:23]1)(=[O:10])[O:11][C:12]([CH3:13])([CH3:14])[CH3:15]. The product is COc1cc(C#N)cc(Oc2c([N+](=O)[O-])ccc(C(C(=O)OC(C)(C)C)C(=O)OC(C)(C)C)c2F)c1. The reactants are CC(C)(C)OC(=O)CC(=O)OC(C)(C)C, C1CCOC1, Cl, COc1cc(C#N)cc(Oc2c([N+](=O)[O-])ccc(F)c2F)c1, [H-], [Na+].